This data is from the Open Reaction Database (ORD), a public repository of structured organic reaction records. The task is: describe an organic reaction: reactants, conditions, products, and yield Starting materials: [Br-], C1CCOC1, C[Mg+], CCOC(C)=O, [Cl-], O=Cc1cccc2cn(-c3ccc(C(F)(F)F)cc3)nc12, [NH4+]. The product is CC(O)c1cccc2cn(-c3ccc(C(F)(F)F)cc3)nc12. RXN SMILES: [Br-:1].[CH2:25]1[O:26][CH2:27][CH2:28][CH2:29]1.[CH3:2][Mg+:3].[CH3:32][CH2:33][O:34][C:35](=[O:36])[CH3:37].[Cl-:30].[F:4][C:5]([c:6]1[cH:7][cH:8][c:9](-[n:12]2[n:13][c:14]3[c:15]([CH:21]=[O:22])[cH:16][cH:17][cH:18][c:19]3[cH:20]2)[cH:10][cH:11]1)([F:23])[F:24].[NH4+:31]>>[CH3:2][CH:21]([c:15]1[c:14]2[n:13][n:12](-[c:9]3[cH:8][cH:7][c:6]([C:5]([F:4])([F:23])[F:24])[cH:11][cH:10]3)[cH:20][c:19]2[cH:18][cH:17][cH:16]1)[OH:22]. Reactants: ClC1=C(C=CC2=CC=CC=C12)OCC(C)(N)C (1-[(1-chloronaphthalen-2-yl)oxy]-2-methylpropan-2-amine), ClC1=CC=C(O1)C=O (5-chlorofuran-2 carbaldehyde). The product is ClC1=CC=C(O1)CNC(COC1=C(C2=CC=CC=C2C=C1)Cl)(C)C (N-[(5-chlorofuran-2-yl)methyl]-1-[(1-chloronaphthalen-2-yl)oxy]-2-methylpropan-2-amine). Yield: 32.0%. As a reaction SMILES: [Cl:1][C:2]1[C:11]2[C:6](=[CH:7][CH:8]=[CH:9][CH:10]=2)[CH:5]=[CH:4][C:3]=1[O:12][CH2:13][C:14]([CH3:17])([NH2:16])[CH3:15].[Cl:18][C:19]1[O:23][C:22]([CH:24]=O)=[CH:21][CH:20]=1>>[Cl:18][C:19]1[O:23][C:22]([CH2:24][NH:16][C:14]([CH3:17])([CH3:15])[CH2:13][O:12][C:3]2[CH:4]=[CH:5][C:6]3[C:11](=[CH:10][CH:9]=[CH:8][CH:7]=3)[C:2]=2[Cl:1])=[CH:21][CH:20]=1. Procedure: Prepared from 1-[(1-chloronaphthalen-2-yl)oxy]-2-methylpropan-2-amine and 5-chlorofuran-2 carbaldehyde in 32% yield as a yellow oil. The reactants are C1CCOC1, C[Si](C)(C)[N-][Si](C)(C)C, Cl, [Li+], O=C1CN2CCC1C2, O=C(c1ccccc1)c1ccccc1. The product is O=C1C2CCN(C2)C1C(O)(c1ccccc1)c1ccccc1. As a reaction SMILES: [CH2:34]1[O:35][CH2:36][CH2:37][CH2:38]1.[CH3:24][Si:25]([N-:26][Si:27]([CH3:28])([CH3:29])[CH3:30])([CH3:31])[CH3:32].[ClH:1].[Li+:33].[N:2]12[CH2:3][C:4](=[O:9])[CH:5]([CH2:6][CH2:7]1)[CH2:8]2.[O:10]=[C:11]([c:12]1[cH:13][cH:14][cH:15][cH:16][cH:17]1)[c:18]1[cH:19][cH:20][cH:21][cH:22][cH:23]1>>[N:2]12[CH:3]([C:11]([OH:10])([c:12]3[cH:13][cH:14][cH:15][cH:16][cH:17]3)[c:18]3[cH:19][cH:20][cH:21][cH:22][cH:23]3)[C:4](=[O:9])[CH:5]([CH2:6][CH2:7]1)[CH2:8]2. Reactants: O[C@H](CN1C(C2=C(CC1)NC(=C2C)C=O)=O)CN2CCOCC2 ((S)-5-(2-hydroxy-3-morpholin-4-yl-propyl)-3-methyl-4-oxo-4,5,6,7-tetrahydro-1H-pyrrolo[3,2-c]pyridine-2-carbaldehyde), FC1=C(C(=CC=C1)F)C1=C2CC(NC2=CC=C1)=O (4-(2,6-difluoro-phenyl)-1,3-dihydro-indol-2-one). Yields the product FC1=C(C(=CC=C1)F)C1=C2/C(/C(NC2=CC=C1)=O)=C/C1=C(C=2C(N(CCC2N1)C[C@H](CN1CCOCC1)O)=O)C ((S,Z)-2-[4-(2,6-difluoro-phenyl)-2-oxo-1,2-dihydro-indol-3-ylidenemethyl]-5-(2-hydroxy-3-morpholin-4-yl-propyl)-3-methyl-1,5,6,7-tetrahydro-pyrrolo[3,2-c]pyridin-4-one). Isolated yield 84.7%. Reaction SMILES: [OH:1][C@@H:2]([CH2:17][N:18]1[CH2:23][CH2:22][O:21][CH2:20][CH2:19]1)[CH2:3][N:4]1[CH2:9][CH2:8][C:7]2[NH:10][C:11]([CH:14]=O)=[C:12]([CH3:13])[C:6]=2[C:5]1=[O:16].[F:24][C:25]1[CH:30]=[CH:29][CH:28]=[C:27]([F:31])[C:26]=1[C:32]1[CH:40]=[CH:39][CH:38]=[C:37]2[C:33]=1[CH2:34][C:35](=[O:41])[NH:36]2>>[F:24][C:25]1[CH:30]=[CH:29][CH:28]=[C:27]([F:31])[C:26]=1[C:32]1[CH:40]=[CH:39][CH:38]=[C:37]2[C:33]=1/[C:34](=[CH:14]/[C:11]1[NH:10][C:7]3[CH2:8][CH2:9][N:4]([CH2:3][C@@H:2]([OH:1])[CH2:17][N:18]4[CH2:19][CH2:20][O:21][CH2:22][CH2:23]4)[C:5](=[O:16])[C:6]=3[C:12]=1[CH3:13])/[C:35](=[O:41])[NH:36]2. Procedure: The title compound was prepared under the same conditions as described in step 6 of Example 5 with (S)-5-(2-hydroxy-3-morpholin-4-yl-propyl)-3-methyl-4-oxo-4,5,6,7-tetrahydro-1H-pyrrolo[3,2-c]pyridine-2-carbaldehyde 5f obtained from step 5 of Example 5 and 4-(2,6-difluoro-phenyl)-1,3-dihydro-indol-2-one as starting materials to give (S,Z)-2-[4-(2,6-difluoro-phenyl)-2-oxo-1,2-dihydro-indol-3-ylidenemethyl]-5-(2-hydroxy-3-morpholin-4-yl-propyl)-3-methyl-1,5,6,7-tetrahydro-pyrrolo[3,2-c]pyridin-4-o... Reactants: C(#N)C=1C(=NC(=NC1)SCC)N=CN(C)C (N′-(5-Cyano-2-ethylsulfanyl-pyrimidin-4-yl)-N,N-dimethyl-formamidine), NC1=NC(=NC=C1C#N)SCC1=CC=CC=C1 (4-Amino-2-benzylsulfanyl-pyrimidine-5-carbonitrile), COC(N(C)C)OC (N,N-dimethylformamide dimethyl acetal), NC1=NC(=NC=C1C#N)SCC1=CC=CC=C1 (4-Amino-2-benzylsulfanyl-pyrimidine-5-carbonitrile). The product is C(C1=CC=CC=C1)SC1=NC=C(C(=N1)N=CN(C)C)C#N (N′-(2-Benzylsulfanyl-5-cyano-pyrimidin-4-yl)-N,N-dimethyl-formamidine). As a reaction SMILES: [NH2:1][C:2]1[C:7]([C:8]#[N:9])=[CH:6][N:5]=[C:4]([S:10][CH2:11][C:12]2[CH:17]=[CH:16][CH:15]=[CH:14][CH:13]=2)[N:3]=1.CO[CH:20](OC)[N:21]([CH3:23])[CH3:22].C(C1C(N=CN(C)C)=NC(SCC)=NC=1)#N>>[CH2:11]([S:10][C:4]1[N:3]=[C:2]([N:1]=[CH:20][N:21]([CH3:23])[CH3:22])[C:7]([C:8]#[N:9])=[CH:6][N:5]=1)[C:12]1[CH:17]=[CH:16][CH:15]=[CH:14][CH:13]=1. Procedure details: A solution of the product from Example 183B was reacted with N,N-dimethylformamide dimethyl acetal according to the procedure from Example 156B substituting the product from Example 183B for the product from Example 156B to provide the title compound. The reactants are NC=1SC=C(N1)C(C(=O)NC1[C@@H]2N(C(=C(CS2)C=C)C(=O)O)C1=O)=NOCC(=O)OCC(Cl)(Cl)Cl (7-[2-(2-aminothiazol-4-yl)-2-(2,2,2-trichloroethoxycarbonylmethoxyimino)acetamido]-3-vinyl-3-cephem-4-carboxylic acid), [Cl-].[NH4+] (ammonium chloride). Reagents/catalysts: [Zn] (zinc). The solvent is O1CCCC1 (tetrahydrofuran), O (water). Run at time 30 minute. Product: NC=1SC=C(N1)C(C(=O)NC1[C@@H]2N(C(=C(CS2)C=C)C(=O)O)C1=O)=NOCC(=O)O (7-[2-(2-aminothiazol-4-yl)-2-carboxymethoxyiminoacetamido]-3-vinyl-3-cephem-4-carboxylic acid). Yield: 28.4%. Reaction SMILES: [NH2:1][C:2]1[S:3][CH:4]=[C:5]([C:7](=[N:25][O:26][CH2:27][C:28]([O:30]CC(Cl)(Cl)Cl)=[O:29])[C:8]([NH:10][CH:11]2[C:23](=[O:24])[N:13]3[C:14]([C:20]([OH:22])=[O:21])=[C:15]([CH:18]=[CH2:19])[CH2:16][S:17][C@H:12]23)=[O:9])[N:6]=1.[Cl-].[NH4+]>O1CCCC1.O.[Zn]>[NH2:1][C:2]1[S:3][CH:4]=[C:5]([C:7](=[N:25][O:26][CH2:27][C:28]([OH:30])=[O:29])[C:8]([NH:10][CH:11]2[C:23](=[O:24])[N:13]3[C:14]([C:20]([OH:22])=[O:21])=[C:15]([CH:18]=[CH2:19])[CH2:16][S:17][C@H:12]23)=[O:9])[N:6]=1 |f:1.2|. Procedure details: To a solution of 7-[2-(2-aminothiazol-4-yl)-2-(2,2,2-trichloroethoxycarbonylmethoxyimino)acetamido]-3-vinyl-3-cephem-4-carboxylic acid (syn isomer) (0.5 g) in tetrahydrofuran (2.5 ml) were added zinc powder (0.5 g) and an aqueous ammonium chloride (0.3 g) in water (4 ml) at ambient temperature with stirring, and the stirring was continued at ambient temperature for 30 minutes. After the zinc powder was removed by filtration, the filtrate was adjusted to pH 2.3 with 10% hydrochloric acid and then... Reactants: CCO, COc1ccc2c3c1OC1C(=O)C=CC4C(C2)N(C)CCC314, Cl, [NH4+], [OH-], O. The product is COc1ccc2c3c1OC1C(=O)CCC4C(C2)N(C)CCC314. As a reaction SMILES: [CH3:26][CH2:27][OH:28].[CH:1]12[CH:2]=[CH:3][C:4](=[O:5])[CH:6]3[O:7][c:8]4[c:9]([O:10][CH3:11])[cH:12][cH:13][c:14]5[c:22]4[C:21]13[CH2:20][CH2:19][N:17]([CH3:18])[CH:16]2[CH2:15]5.[ClH:23].[NH4+:24].[OH-:25].[OH2:29]>>[CH:1]12[CH2:2][CH2:3][C:4](=[O:5])[CH:6]3[O:7][c:8]4[c:9]([O:10][CH3:11])[cH:12][cH:13][c:14]5[c:22]4[C:21]13[CH2:20][CH2:19][N:17]([CH3:18])[CH:16]2[CH2:15]5. The reactants are COC(CBr)OC, C1CCOC1, O=S(=O)(c1ccc(CO)c(O)c1)C(F)(F)F, O=S(=O)(O)O. The product is O=S(=O)(c1ccc2c(c1)OC(CBr)OC2)C(F)(F)F. RXN SMILES: [Br:17][CH2:18][CH:19]([O:20][CH3:21])[O:22][CH3:23].[CH2:29]1[O:30][CH2:31][CH2:32][CH2:33]1.[OH:1][CH2:2][c:3]1[c:4]([OH:16])[cH:5][c:6]([S:9](=[O:10])(=[O:11])[C:12]([F:13])([F:14])[F:15])[cH:7][cH:8]1.[S:24](=[O:25])(=[O:26])([OH:27])[OH:28]>>[O:1]1[CH2:2][c:3]2[c:4]([cH:5][c:6]([S:9](=[O:10])(=[O:11])[C:12]([F:13])([F:14])[F:15])[cH:7][cH:8]2)[O:16][CH:19]1[CH2:18][Br:17]. Starting materials: ligand, S(O)(O)(=O)=O (sulfuric acid), C(C)[Zn]CC (diethylzinc), C(CC)(=O)OC(CC)=O (propionic anhydride), C1(C=CCCC1)=O (2-cyclohexenone), C(CC)(=O)OC1=CC(CCC1)CC (3-ethyl-1-cyclohexene-1-yl propionate). Reagents/catalysts: C(F)(F)(F)S(=O)(=O)[O-].C(F)(F)(F)S(=O)(=O)[O-].[Cu+2] (Cu(OTf)2). Run in C1(=CC=CC=C1)C (toluene), C1(=CC=CC=C1)C (toluene). Reaction conditions: temperature 25 celsius, time 20 minute. The product is C(C)C1CC(CCC1)=O (3-ethylcyclohexanone). The yield is 75.0%. Reaction SMILES: C([Zn]CC)C.C(OC(=O)CC)(=O)CC.C1(=O)CCCC=C1.S(=O)(=O)(O)O.C([O:31][C:32]1[CH2:37][CH2:36][CH2:35][CH:34]([CH2:38][CH3:39])[CH:33]=1)(=O)CC>C(S([O-])(=O)=O)(F)(F)F.C(S([O-])(=O)=O)(F)(F)F.[Cu+2].C1(C)C=CC=CC=1>[CH2:38]([CH:34]1[CH2:35][CH2:36][CH2:37][C:32](=[O:31])[CH2:33]1)[CH3:39] |f:5.6.7|. Procedure: Placed in a 50-mL four-necked flask equipped with a stirrer, thermometer and dropping funnel were 36.2 mg (0.1 mmol) of Cu(OTf)2, 10 g of toluene and 87.1 mg (0.2 mmol) of the ligand, and the inner atmosphere was replaced with nitrogen. After replacement with nitrogen, the mixture was stirred at 25° C. for 20 min. Then, 16 mL (17.6 mmol) of a toluene solution (1.1 mol/L) of diethylzinc was added to the mixture at 25° C., followed by further stirring for 10 min. The mixture was then cooled to −17...